From a dataset of the Open Reaction Database (ORD), a public repository of structured organic reaction records. describe an organic reaction: reactants, conditions, products, and yield Reactants: BrCC1=C(OCC(=O)OCC)C(=CC=C1)C (Ethyl (2-bromomethyl-6-methyl-phenoxy)-acetate), C(=O)([O-])[O-].[K+].[K+] (K2CO3), OC1=C(C=CC(=C1)OCC1=NC2=CC=CC=C2C=C1)C(C)=O (1-[2-Hydroxy-4-(quinolin-2-ylmethoxy)-phenyl]-ethanone). Solvent: CN(C)C=O.C(C)#N (DMF acetonitrile). Run at temperature 50 celsius. Yields the product C(C)(=O)C1=C(OCC2=C(OCC(=O)OCC)C(=CC=C2)C)C=C(C=C1)OCC1=NC2=CC=CC=C2C=C1 (Ethyl {2-[2-acetyl-5-(quinolin-2-ylmethoxy)-phenoxymethyl]-6-methyl-phenoxy}-acetate). As a reaction SMILES: [OH:1][C:2]1[CH:7]=[C:6]([O:8][CH2:9][C:10]2[CH:19]=[CH:18][C:17]3[C:12](=[CH:13][CH:14]=[CH:15][CH:16]=3)[N:11]=2)[CH:5]=[CH:4][C:3]=1[C:20](=[O:22])[CH3:21].Br[CH2:24][C:25]1[CH:37]=[CH:36][CH:35]=[C:34]([CH3:38])[C:26]=1[O:27][CH2:28][C:29]([O:31][CH2:32][CH3:33])=[O:30].C([O-])([O-])=O.[K+].[K+]>CN(C=O)C.C(#N)C>[C:20]([C:3]1[CH:4]=[CH:5][C:6]([O:8][CH2:9][C:10]2[CH:19]=[CH:18][C:17]3[C:12](=[CH:13][CH:14]=[CH:15][CH:16]=3)[N:11]=2)=[CH:7][C:2]=1[O:1][CH2:24][C:25]1[CH:37]=[CH:36][CH:35]=[C:34]([CH3:38])[C:26]=1[O:27][CH2:28][C:29]([O:31][CH2:32][CH3:33])=[O:30])(=[O:22])[CH3:21] |f:2.3.4,5.6|. Procedure: 1-[2-Hydroxy-4-(quinolin-2-ylmethoxy)-phenyl]-ethanone (185 mg, 0.63 mmol, example 58) is dissolved in 2:1 DMF/acetonitrile (6 mL). Ethyl (2-bromomethyl-6-methyl-phenoxy)-acetate (272 mg, 0.95 mmol, example 43b) and K2CO3 (177 mg, 1.26 mmol) are added and the contents are heated to 50° C. for 2 days. The reaction is cooled to r.t. and the volume reduced under a nitrogen stream at 40° C. The contents are partitioned between ethyl acetate (50 mL) and water (50 mL). The aqueous layer is further ext... Starting materials: C(CCC)N1CCC(CC1)N1N=C(OC1=O)C1=CC(=C(C2=C1OCCO2)NC(OCC2=CC=CC=C2)=O)Cl (phenylmethyl [8-[4-(1-butylpiperidin-4-yl)-5-oxo-4,5-dihydro-1,3,4-oxadiazol-2-yl]-6-chloro-2,3-dihydro-1,4-benzodioxin-5-yl]carbamate), Br (hydrobromic acid). The solvent is C(C)O (ethanol). Yields the product Cl.NC1=C(C=C(C2=C1OCCO2)C2=NN(C(O2)=O)C2CCN(CC2)CCCC)Cl (5-(8-Amino-7-chloro-2,3-dihydro-1,4-benzodioxin-5-yl)-3-(1-butylpiperidin-4-yl)-1,3,4-oxadiazol-2(3H)-one hydrochloride), Cl (hydrochloric acid). As a reaction SMILES: [CH2:1]([N:5]1[CH2:10][CH2:9][CH:8]([N:11]2[C:15](=[O:16])[O:14][C:13]([C:17]3[C:22]4[O:23][CH2:24][CH2:25][O:26][C:21]=4[C:20]([NH:27]C(=O)OCC4C=CC=CC=4)=[C:19]([Cl:38])[CH:18]=3)=[N:12]2)[CH2:7][CH2:6]1)[CH2:2][CH2:3][CH3:4].Br>C(O)C>[ClH:38].[NH2:27][C:20]1[C:21]2[O:26][CH2:25][CH2:24][O:23][C:22]=2[C:17]([C:13]2[O:14][C:15](=[O:16])[N:11]([CH:8]3[CH2:7][CH2:6][N:5]([CH2:1][CH2:2][CH2:3][CH3:4])[CH2:10][CH2:9]3)[N:12]=2)=[CH:18][C:19]=1[Cl:38].[ClH:38] |f:3.4|. Procedure details: The preparation is carried out as described in Example 9.2, from phenylmethyl [8-[4-(1-butylpiperidin-4-yl)-5-oxo-4,5-dihydro-1,3,4-oxadiazol-2-yl]-6-chloro-2,3-dihydro-1,4-benzodioxin-5-yl]carbamate and hydrobromic acid, and the hydrochloride is formed by treatment with hydrochloric acid in ethanol. Melting point: 280-283° C. Reactants: C([O-])([O-])=O.[K+].[K+] (Potassium carbonate), C(CCC)(=O)NC=1C=C(C(=O)OCC)C=CC1[N+](=O)[O-] (ethyl 3-butyrylamino-4-nitrobenzoate), C(#N)C1=C(CBr)C=CC=C1 (2-cyanobenzyl bromide). Run in CN(C=O)C (N,N-dimethylformamide). Run at temperature 20 celsius, time 3 hour. Yields the product C(#N)C1=C(CCCCC(=O)NC=2C=C(C(=O)OCC)C=CC2[N+](=O)[O-])C=CC=C1 (ethyl 3-[N-(2-cyanobenzyl)butyrylamino]-4-nitrobenzoate). Yield: 117.0%. RXN SMILES: C(=O)([O-])[O-].[K+].[K+].[C:7]([NH:12][C:13]1[CH:14]=[C:15]([CH:21]=[CH:22][C:23]=1[N+:24]([O-:26])=[O:25])[C:16]([O:18][CH2:19][CH3:20])=[O:17])(=[O:11])[CH2:8][CH2:9][CH3:10].[C:27]([C:29]1[CH:36]=[CH:35][CH:34]=[CH:33][C:30]=1[CH2:31]Br)#[N:28]>CN(C)C=O>[C:27]([C:29]1[CH:36]=[CH:35][CH:34]=[CH:33][C:30]=1[CH2:31][CH2:10][CH2:9][CH2:8][C:7]([NH:12][C:13]1[CH:14]=[C:15]([CH:21]=[CH:22][C:23]=1[N+:24]([O-:26])=[O:25])[C:16]([O:18][CH2:19][CH3:20])=[O:17])=[O:11])#[N:28] |f:0.1.2|. Procedure: Potassium carbonate (296 mg) was added to a solution of 200 mg of ethyl 3-butyrylamino-4-nitrobenzoate and 154 mg of 2-cyanobenzyl bromide in N,N-dimethylformamide, and the mixture was stirred at 20° C. for 3 hours. The reaction mixture was extracted with ethyl acetate and with water. The organic layer was washed with water and with a sodium chloride aqueous solution, and was then dried over magnesium sulfate. The solvent was distilled off under reduced pressure to give 330 mg of yellow oil of e... Starting materials: B1(OCCCO1)C2=CN=CC=C2 (3-Pyridineboronic acid 1,3-propanediol ester), ClC=1C=C(C=C(C1C#N)F)C1=NN(C=C1)C[C@H](C)NC(=O)C=1N=CNC1 ((S)—N-(1-(3-(3-chloro-4-cyano-5-fluorophenyl)-1H-pyrazol-1-yl)propan-2-yl)-1H-imidazole-4-carboxamide), N1=CC=CC=C1 (pyridine). The reagents and catalysts are C(C)(=O)[O-].[Cu+2].C(C)(=O)[O-] (copper(II) acetate). The solvent is C(Cl)Cl (DCM). Run at time 47 hour. The product is ClC=1C=C(C=C(C1C#N)F)C1=NN(C=C1)C[C@H](C)NC(=O)C=1N=CN(C1)C=1C=NC=CC1 ((S)—N-(1-(3-(3-chloro-4-cyano-5-fluorophenyl)-1H-pyrazol-1-yl)propan-2-yl)-1-(pyridin-3-yl)-1H-imidazole-4-carboxamide). Yield: 16.6%. Reaction SMILES: B1([C:7]2[CH:12]=[CH:11][CH:10]=[N:9][CH:8]=2)OCCCO1.[Cl:13][C:14]1[CH:15]=[C:16]([C:23]2[CH:27]=[CH:26][N:25]([CH2:28][C@@H:29]([NH:31][C:32]([C:34]3[N:35]=[CH:36][NH:37][CH:38]=3)=[O:33])[CH3:30])[N:24]=2)[CH:17]=[C:18]([F:22])[C:19]=1[C:20]#[N:21].N1C=CC=CC=1>C([O-])(=O)C.[Cu+2].C([O-])(=O)C.C(Cl)Cl>[Cl:13][C:14]1[CH:15]=[C:16]([C:23]2[CH:27]=[CH:26][N:25]([CH2:28][C@@H:29]([NH:31][C:32]([C:34]3[N:35]=[CH:36][N:37]([C:7]4[CH:8]=[N:9][CH:10]=[CH:11][CH:12]=4)[CH:38]=3)=[O:33])[CH3:30])[N:24]=2)[CH:17]=[C:18]([F:22])[C:19]=1[C:20]#[N:21] |f:3.4.5|. Reported procedure: 3-Pyridineboronic acid 1,3-propanediol ester (43.7 mg, 0.268 mmol), (S)—N-(1-(3-(3-chloro-4-cyano-5-fluorophenyl)-1H-pyrazol-1-yl)propan-2-yl)-1H-imidazole-4-carboxamide (50 mg, 0.134 mmol), anhydrous copper(II) acetate (36.5 mg, 0.201 mmol), pyridine (0.022 ml, 0.268 mmol) and DCM (1 ml) were added into a flask and stirred at RT for 47 h. The reaction mixture was extracted with ethyl acetate, dried, filtered and evaporated. The product was purified by column chromatography. Yield 16.57%. 1H-NMR... Starting materials: B, O=C(O)c1ccnc(Br)c1, [Cl-], [Na+], [Na+], C1CCOC1, C1CCOC1, [OH-]. Yields the product OCc1ccnc(Br)c1. Reaction SMILES: [BH3:23].[Br:1][c:2]1[cH:3][c:4]([C:5](=[O:6])[OH:7])[cH:8][cH:9][n:10]1.[Cl-:25].[Na+:12].[Na+:24].[O:13]1[CH2:14][CH2:15][CH2:16][CH2:17]1.[O:18]1[CH2:19][CH2:20][CH2:21][CH2:22]1.[OH-:11]>>[Br:1][c:2]1[cH:3][c:4]([CH2:5][OH:6])[cH:8][cH:9][n:10]1. Starting materials: Cc1cccc(CSCCN)n1, CC#N, CN=C(NS(=O)(=O)c1ccc(Cl)c(Cl)c1)SC. The product is CNC(=NCCSCc1cccc(C)n1)NS(=O)(=O)c1ccc(Cl)c(Cl)c1. RXN SMILES: [CH3:1][c:2]1[cH:3][cH:4][cH:5][c:6]([CH2:8][S:9][CH2:10][CH2:11][NH2:12])[n:7]1.[CH3:30][C:31]#[N:32].[Cl:13][c:14]1[cH:15][c:16]([S:21](=[O:22])(=[O:23])[NH:24][C:25]([S:26][CH3:27])=[N:28][CH3:29])[cH:17][cH:18][c:19]1[Cl:20]>>[CH3:1][c:2]1[cH:3][cH:4][cH:5][c:6]([CH2:8][S:9][CH2:10][CH2:11][N:12]=[C:25]([NH:24][S:21]([c:16]2[cH:15][c:14]([Cl:13])[c:19]([Cl:20])[cH:18][cH:17]2)(=[O:22])=[O:23])[NH:28][CH3:29])[n:7]1.